Dataset: the Open Reaction Database (ORD), a public repository of structured organic reaction records. Task: describe an organic reaction: reactants, conditions, products, and yield The reactants are COC(=O)C1=C(N=C(NC1C1=CC(=C(C=C1)F)F)OC)COC (5-methoxycarbonyl-1,6-dihydro-2-methoxy-4-methoxymethyl-6-(3,4-difluoro phenyl)pyrimidine), ClC(=O)OC1=CC=C(C=C1)[N+](=O)[O-] (4-nitrophenyl chloroformate). The reagents and catalysts are CN(C)C1=CC=NC=C1 (4-(N,N-dimethylamino)pyridine). Run in C(Cl)Cl (CH2Cl2). Reaction conditions: time 12 hour. The product is COC(=O)C1=C(N=C(N(C1C1=CC(=C(C=C1)F)F)C(=O)OC1=CC=C(C=C1)[N+](=O)[O-])OC)COC (5-Methoxycarbonyl-4-methoxymethyl-1,6-dihydro-2-methoxy-6-(3,4-difluorophenyl)-1-[(4-nitrophenyloxy)carbonyl]pyrimidine). The yield is 59.4%. Reaction SMILES: [CH3:1][O:2][C:3]([C:5]1[CH:10]([C:11]2[CH:16]=[CH:15][C:14]([F:17])=[C:13]([F:18])[CH:12]=2)[NH:9][C:8]([O:19][CH3:20])=[N:7][C:6]=1[CH2:21][O:22][CH3:23])=[O:4].Cl[C:25]([O:27][C:28]1[CH:33]=[CH:32][C:31]([N+:34]([O-:36])=[O:35])=[CH:30][CH:29]=1)=[O:26]>CN(C1C=CN=CC=1)C.C(Cl)Cl>[CH3:1][O:2][C:3]([C:5]1[CH:10]([C:11]2[CH:16]=[CH:15][C:14]([F:17])=[C:13]([F:18])[CH:12]=2)[N:9]([C:25]([O:27][C:28]2[CH:29]=[CH:30][C:31]([N+:34]([O-:36])=[O:35])=[CH:32][CH:33]=2)=[O:26])[C:8]([O:19][CH3:20])=[N:7][C:6]=1[CH2:21][O:22][CH3:23])=[O:4]. Procedure details: To a well stirred solution of 5-methoxycarbonyl-1,6-dihydro-2-methoxy-4-methoxymethyl-6-(3,4-difluoro phenyl)pyrimidine (4.3 g, 13.18 mmol) and 4-(N,N-dimethylamino)pyridine (2.09 g, 17.13 mmol) in CH2Cl2 (100 mL) was added solid 4-nitrophenyl chloroformate (3.45 g, 17.13 mmol) at 0° C. The reaction mixture was stirred for 12 h at room temperature and the solid formed was removed by filtration. Solvent was evaporated from the filtrate and the residue was purified by column chromatography (SiO2, ...